Dataset: the Open Reaction Database (ORD), a public repository of structured organic reaction records. Task: describe an organic reaction: reactants, conditions, products, and yield Starting materials: O=C(O)c1ncccn1, Cc1ccc(CN)cc1. The reagents and catalysts are CN(C)C(=[N+](C)C)ON1C2=C(C=CC=N2)N=N1.F[P-](F)(F)(F)(F)F (HATU), CCN(C(C)C)C(C)C (DIPEA), C1=CC2=C(N=C1)N(N=N2)O (HOAt). The solvent is CN(C)C=O (DMF), CN(C)C=O (DMF), CN(C)C=O (DMF), CN(C)C=O (DMF), CN(C)C=O (DMF), CN(C)C=O (DMF). Reaction conditions: temperature 25 celsius, time 2 hour. Yields the product Cc1ccc(CNC(=O)c2ncccn2)cc1. Yield: 23.3%. RXN SMILES: Cc1ccc(CN)cc1.O=C(O)c1ncccn1.CN(C)C(=[N+](C)C)ON1C2=C(C=CC=N2)N=N1.F[P-](F)(F)(F)(F)F.C1=CC2=C(N=C1)N(N=N2)O.CCN(C(C)C)C(C)C.CN(C)C=O>>Cc1ccc(CNC(=O)c2ncccn2)cc1. Starting materials: Cl, O=Cc1ccccc1NC(=O)C(F)(F)F, O=Cc1ccccc1[N+](=O)[O-], [Na+], [OH-], Cl[Sn]Cl. Product: Nc1ccccc1C=O. RXN SMILES: [ClH:32].[F:1][C:2]([F:3])([F:4])[C:14]([NH:5][c:6]1[c:7]([CH:8]=[O:9])[cH:10][cH:11][cH:12][cH:13]1)=[O:15].[N+:16]([c:17]1[cH:18][cH:19][cH:20][cH:21][c:22]1[CH:23]=[O:24])([O-:25])=[O:26].[Na+:31].[OH-:30].[Sn:27]([Cl:28])[Cl:29]>>[NH2:5][c:6]1[c:7]([CH:8]=[O:9])[cH:10][cH:11][cH:12][cH:13]1.